Dataset: the Open Reaction Database (ORD), a public repository of structured organic reaction records. Task: describe an organic reaction: reactants, conditions, products, and yield Starting materials: ClC1=C(C=CC(=C1OC)C#N)CCO (2-(2-chloro-4-cyano-3-methoxyphenyl)ethanol), N1=CC=CC=C1 (pyridine), S(=O)(=O)(C)Cl (mesyl chloride). The product is CS(=O)(=O)OCCC1=C(C(=C(C=C1)C#N)OC)Cl (2-(2-Chloro-4-cyano-3-methoxyphenyl)ethyl methanesulfonate). Reaction SMILES: [Cl:1][C:2]1[C:7]([O:8][CH3:9])=[C:6]([C:10]#[N:11])[CH:5]=[CH:4][C:3]=1[CH2:12][CH2:13][OH:14].N1C=CC=CC=1.[S:21](Cl)([CH3:24])(=[O:23])=[O:22]>C(Cl)Cl>[CH3:24][S:21]([O:14][CH2:13][CH2:12][C:3]1[CH:4]=[CH:5][C:6]([C:10]#[N:11])=[C:7]([O:8][CH3:9])[C:2]=1[Cl:1])(=[O:23])=[O:22]. Conditions: time 2 hour. Run in C(Cl)Cl (DCM), C(Cl)Cl (DCM). Procedure details: A solution of 2-(2-chloro-4-cyano-3-methoxyphenyl)ethanol (205 mg, 0.969 mmol) DIPEA (0.846 mL, 4.84 mmol) and pyridine (0.078 mL, 0.969 mmol) in DCM (3 mL) was treated dropwise with mesyl chloride (0.110 mL, 1.417 mmol). The reaction was stirred for 2 hours and was then diluted with DCM and washed twice with aq. citric acid, then washed with brine, and dried over sodium sulfate. The residue was purified by flash chromatography (20-50% ethyl acetate/hexanes) to afford the title intermediate. The reactants are C1(=CC=CC=C1)C1CCC(CC1)C(C)=O (1-(4-phenylcyclohexyl)ethanone), C1(=CC=CC=C1)C1CCC(CC1)C(C)=O (1-(4-phenylcyclohexyl)ethanone), BrCC(=O)Br (bromoacetyl bromide), Cl (HCl), [Al+3].[Cl-].[Cl-].[Cl-] (AlCl3). Solvent: C(Cl)Cl (DCM), C(Cl)Cl (DCM). Run at time 15 minute. The product is C(C)(=O)C1CCC(CC1)C1=CC=C(C=C1)C(C)=O (1-(4-(4-acetylcyclohexyl)phenyl)ethanone). The yield is 62.0%. Reaction SMILES: [Al+3].[Cl-].[Cl-].[Cl-].[C:5]1([CH:11]2[CH2:16][CH2:15][CH:14]([C:17](=[O:19])[CH3:18])[CH2:13][CH2:12]2)[CH:10]=[CH:9][CH:8]=[CH:7][CH:6]=1.Br[CH2:21][C:22](Br)=[O:23].Cl>C(Cl)Cl>[C:17]([CH:14]1[CH2:15][CH2:16][CH:11]([C:5]2[CH:10]=[CH:9][C:8]([C:22](=[O:23])[CH3:21])=[CH:7][CH:6]=2)[CH2:12][CH2:13]1)(=[O:19])[CH3:18] |f:0.1.2.3|. Procedure details: Referring to Scheme 2-7 to a suspension of AlCl3 (1.58 g, 12 mmol) in DCM (30 mL) at −78° C. was added 1-(4-phenylcyclohexyl)ethanone (A1′) (1 g in DCM, 5.0 mmol), and bromoacetyl bromide (0.65 mL, 7.5 mmol) dropwise over 10 min. The mixture was stirred to rt for 15 min and heated at 40-50° C. for 3 h, cooled to rt and poured into a mixture of ice and HCl (1N). The organic layer was collected, and the aqueous layer was extracted with ethyl acetate (3×). The combined organic layers were concentra... The reactants are ClCCl.CO (dichloromethane methanol), O (Water), C1(=CC=CC=C1)C(N1CC(C1)OS(=O)(=O)C)C1=CC=CC=C1 (1-diphenylmethyl-3-methanesulphonyloxyazetidine), C(C)#N (acetonitrile), 24, C([O-])([O-])=O.[K+].[K+] (potassium carbonate). Product: C1(=CC=CC=C1)C(N1CC(C1)N1CCN(CCC1)C(=O)OC(C)(C)C)C1=CC=CC=C1 (1-Diphenylmethyl-3-(4-tert-butoxycarbonylhomopiperazin-1-yl)azetidine). Reaction SMILES: [C:1]1([CH:7]([C:17]2[CH:22]=[CH:21][CH:20]=[CH:19][CH:18]=2)[N:8]2[CH2:11][CH:10](OS(C)(=O)=O)[CH2:9]2)[CH:6]=[CH:5][CH:4]=[CH:3][CH:2]=1.[C:23](=[O:26])([O-])[O-:24].[K+].[K+].O.ClCCl.CO.[C:35](#[N:37])[CH3:36]>>[C:1]1([CH:7]([C:17]2[CH:22]=[CH:21][CH:20]=[CH:19][CH:18]=2)[N:8]2[CH2:11][CH:10]([N:37]3[CH2:11][CH2:10][CH2:9][N:8]([C:23]([O:24][C:1]([CH3:7])([CH3:6])[CH3:2])=[O:26])[CH2:36][CH2:35]3)[CH2:9]2)[CH:6]=[CH:5][CH:4]=[CH:3][CH:2]=1 |f:1.2.3,5.6|. Reported procedure: To a solution of 1-diphenylmethyl-3-methanesulphonyloxyazetidine (WO 96/05193) (25 g) in acetonitrile (800 mL) were added the compound of PREPARATION 24 (19 g) and potassium carbonate (33 g). The reaction mixture was heated to reflux for 12 h, then cooled to room temperature. Water was added to the resulting slurry, and the mixture extracted three times with ethyl acetate. The combined organics were washed with brine, dried over magnesium sulphate, filtered and dried in vacuo to yield crude prod...